Dataset: the Open Reaction Database (ORD), a public repository of structured organic reaction records. Task: describe an organic reaction: reactants, conditions, products, and yield Starting materials: ClC(=O)OC1=CC=C(C=C1)[N+](=O)[O-] (4-nitrophenyl chloroformate), N[C@@H]1CN(CCC1)C(=O)OC(C)(C)C ((S)-tert-butyl 3-aminopiperidine-1-carboxylate), N1=CC=CC=C1 (pyridine). Run in C(Cl)Cl (CH2Cl2), C(Cl)Cl (CH2Cl2). Reaction conditions: time 30 minute. Product: [N+](=O)([O-])C1=CC=C(OC(=O)N[C@@H]2CN(CCC2)C(=O)OC(C)(C)C)C=C1 ((S)-tert-Butyl 3-((4-nitrophenoxy)carbonylamino)piperidine-1-carboxylate). Reaction SMILES: Cl[C:2]([O:4][C:5]1[CH:10]=[CH:9][C:8]([N+:11]([O-:13])=[O:12])=[CH:7][CH:6]=1)=[O:3].[NH2:14][C@H:15]1[CH2:20][CH2:19][CH2:18][N:17]([C:21]([O:23][C:24]([CH3:27])([CH3:26])[CH3:25])=[O:22])[CH2:16]1.N1C=CC=CC=1>C(Cl)Cl>[N+:11]([C:8]1[CH:9]=[CH:10][C:5]([O:4][C:2]([NH:14][C@H:15]2[CH2:20][CH2:19][CH2:18][N:17]([C:21]([O:23][C:24]([CH3:27])([CH3:26])[CH3:25])=[O:22])[CH2:16]2)=[O:3])=[CH:6][CH:7]=1)([O-:13])=[O:12]. Procedure: To a stirred solution 4-nitrophenyl chloroformate (26.0 mg, 0.13 mmol) in anhydrous CH2Cl2 was added a solution of (S)-tert-butyl 3-aminopiperidine-1-carboxylate (27.0 mg, 0.13 mmol) and pyridine (7 μL) in CH2Cl2 (0.5 mL). The mixture was stirred for 30 min. LC-MS showed complete conversion. This intermediate was used as a solution for the next step.